This data is from the Open Reaction Database (ORD), a public repository of structured organic reaction records. The task is: describe an organic reaction: reactants, conditions, products, and yield The reactants are COC=1C=C2CC[C@H]([C@H](C2=CC1)CS(=O)(=O)OC)C1=CC=C(C=C1)OC (methyl (1R*,2R*)-1,2,3,4-tetrahydro-6-methoxy-2-(4-methoxyphenyl)-1-naphthylmethanesulphonate), C(C1=CC=CC=C1)(C1=CC=CC=C1)(C1=CC=CC=C1)N1C=NC(=C1)C (1-trityl-4-methylimidazole). Solvent: C(C)#N (acetonitrile). Yields the product COC=1C=C2CC[C@H]([C@H](C2=CC1)CN1C=NC=C1C)C1=CC=C(C=C1)OC ((1R*,2R*)-1,2,3,4-tetrahydro-6-methoxy-2-(4-methoxyphenyl)-1-(5-methylimidazol-1 -ylmethyl)naphthalene). As a reaction SMILES: [CH3:1][O:2][C:3]1[CH:4]=[C:5]2[C:10](=[CH:11][CH:12]=1)[C@H:9]([CH2:13]S(OC)(=O)=O)[C@H:8]([C:19]1[CH:24]=[CH:23][C:22]([O:25][CH3:26])=[CH:21][CH:20]=1)[CH2:7][CH2:6]2.C([N:46]1[CH:50]=[C:49]([CH3:51])[N:48]=[CH:47]1)(C1C=CC=CC=1)(C1C=CC=CC=1)C1C=CC=CC=1>C(#N)C>[CH3:1][O:2][C:3]1[CH:4]=[C:5]2[C:10](=[CH:11][CH:12]=1)[C@H:9]([CH2:13][N:48]1[C:49]([CH3:51])=[CH:50][N:46]=[CH:47]1)[C@H:8]([C:19]1[CH:20]=[CH:21][C:22]([O:25][CH3:26])=[CH:23][CH:24]=1)[CH2:7][CH2:6]2. Procedure details: A mixture of methyl (1R*,2R*)-1,2,3,4-tetrahydro-6-methoxy-2-(4-methoxyphenyl)-1-naphthylmethanesulphonate (0.2 g) and 1-trityl-4-methylimidazole (0.172 g) in acetonitrile (10 ml) was stirred and heated under reflux for 72 h. The acetonitrile was evaporated under reduced pressure, and the residue was dissolved in 90% by volume aqueous acetic acid (20 ml). This acetic acid solution was heated under reflux for 24 h, and then evaporated to dryness under reduced pressure, and the residue was dissolv... Starting materials: ClC1=C(C=CC(=C1)[N+](=O)[O-])C1=CC2=C(N=C(N=C2)NCCN(C)C)N(C1=O)OC (6-(2-chloro-4-nitrophenyl)-2-(2-(dimethylamino)ethylamino)-8-methoxypyrido[2,3-d]pyrimidin-7(8H)-one). The reagents and catalysts are [Fe] (iron). Solvent: CCO (EtOH), Cl (hydrochloric acid). Reaction conditions: temperature 80 celsius, time 2 hour. Product: NC1=CC(=C(C=C1)C1=CC2=C(N=C(N=C2)NCCN(C)C)N(C1=O)OC)Cl (6-(4-amino-2-chlorophenyl)-2-(2-(dimethylamino)ethylamino)-8-methoxypyrido[2,3-d]pyrimidin-7(8H)-one). Isolated yield 43.0%. Reaction SMILES: [Cl:1][C:2]1[CH:7]=[C:6]([N+:8]([O-])=O)[CH:5]=[CH:4][C:3]=1[C:11]1[C:26](=[O:27])[N:25]([O:28][CH3:29])[C:14]2[N:15]=[C:16]([NH:19][CH2:20][CH2:21][N:22]([CH3:24])[CH3:23])[N:17]=[CH:18][C:13]=2[CH:12]=1>CCO.Cl.[Fe]>[NH2:8][C:6]1[CH:5]=[CH:4][C:3]([C:11]2[C:26](=[O:27])[N:25]([O:28][CH3:29])[C:14]3[N:15]=[C:16]([NH:19][CH2:20][CH2:21][N:22]([CH3:24])[CH3:23])[N:17]=[CH:18][C:13]=3[CH:12]=2)=[C:2]([Cl:1])[CH:7]=1. Reported procedure: To a solution of 6-(2-chloro-4-nitrophenyl)-2-(2-(dimethylamino)ethylamino)-8-methoxypyrido[2,3-d]pyrimidin-7(8H)-one (8.36 mmol) in EtOH (300 mL) and conc. hydrochloric acid (20 mL), iron powder (91 mmol) was added and the mixture was stirred at 80° C. for 2 h. The mixture was then allowed to cool to room temperature and filtered through a pad of Celite. The filtrate was diluted with EtOAc (300 mL) and washed with sat. aq. NaHCO3 (300 mL). The aqueous layer was backextracted with EtOAc (8×150 m... The reactants are substituted aniline, ClC1=CC=C(C=N1)CBr (6-chloro-3-pyridylmethyl bromide), ( I ), [N+](=O)([O-])C1=CC=C(C=C1)O (4-nitrophenol). The product is ClC1=NC=C(C=C1)COC1=CC=C(C=C1)[N+](=O)[O-] (4-(2-chloro-5-pyridylmethyloxy)nitrobenzene). Reaction SMILES: [N+:1]([C:4]1[CH:9]=[CH:8][C:7]([OH:10])=[CH:6][CH:5]=1)([O-:3])=[O:2].[Cl:11][C:12]1[N:17]=[CH:16][C:15]([CH2:18]Br)=[CH:14][CH:13]=1>>[Cl:11][C:12]1[CH:13]=[CH:14][C:15]([CH2:18][O:10][C:7]2[CH:8]=[CH:9][C:4]([N+:1]([O-:3])=[O:2])=[CH:5][CH:6]=2)=[CH:16][N:17]=1. Procedure: The substituted aniline compounds of formula (I) wherein W is oxygen can be prepared by the reaction of nitrophenol with a substituted pyridylalkyl halide to obtain the corresponding substituted nitrobenzene which is reduced to the desired substituted aniline of formula (I). For example, the reaction of 4-nitrophenol and 6-chloro-3-pyridylmethyl bromide gives 4-(2-chloro-5-pyridylmethyloxy)nitrobenzene which is then reduced to 4-(2-chloro-5-pyridylmethyloxy)aniline of formula I. Alternatively, t... The reactants are FC(C1=NN=C2N1C=CN=C2)(F)F (3-(trifluoromethyl)[1,2,4]triazolo[4,3-a]pyrazine). The reagents and catalysts are [Pd] (Pd/C). Solvent: CO (methanol). Reaction conditions: time 5 hour. Yields the product FC(C1=NN=C2N1CCNC2)(F)F (3-(trifluoromethyl)-5,6,7,8-tetrahydro-[1,2,4]triazolo[4,3-a]pyrazine). As a reaction SMILES: [F:1][C:2]([F:13])([F:12])[C:3]1[N:7]2[CH:8]=[CH:9][N:10]=[CH:11][C:6]2=[N:5][N:4]=1>CO.[Pd]>[F:12][C:2]([F:1])([F:13])[C:3]1[N:7]2[CH2:8][CH2:9][NH:10][CH2:11][C:6]2=[N:5][N:4]=1. Procedure details: To a solution of 3-(trifluoromethyl)[1,2,4]triazolo[4,3-a]pyrazine (1.60 g) in methanol (20 mL) was added a catalytic amount of Pd/C. The suspension was stirred under H2 for 5 h, and then filtered. The filtrate was concentrated in vacuo to give a residue, which was used for next step without further purification. Reactants: COC1=CC=C(C=C1)C(C#N)(C)C (2-(4-methoxyphenyl)-2-methylpropionitrile), C(#N)C1(CC1)C=1C=CC(=C(C=O)C1)OC (5-(1-Cyanocyclopropyl)-2-methoxybenzaldehyde). Yields the product C(#N)C(C)(C)C=1C=CC(=C(C=O)C1)OC (5-(1-Cyano-1-methylethyl)-2-methoxybenzaldehyde). RXN SMILES: COC1C=CC(C(C)(C)C#N)=CC=1.[C:14]([C:16]1([C:19]2[CH:20]=[CH:21][C:22]([O:27][CH3:28])=[C:23]([CH:26]=2)[CH:24]=[O:25])[CH2:18][CH2:17]1)#[N:15]>>[C:14]([C:16]([C:19]1[CH:20]=[CH:21][C:22]([O:27][CH3:28])=[C:23]([CH:26]=1)[CH:24]=[O:25])([CH3:18])[CH3:17])#[N:15]. Procedure: This compound was prepared from Compound 26 in the same manner of Compound 2.